Dataset: the Open Reaction Database (ORD), a public repository of structured organic reaction records. Task: describe an organic reaction: reactants, conditions, products, and yield Reaction SMILES: [CH2:31]([OH:32])[CH2:33][CH2:34][CH2:35][CH3:36].[CH2:37]([OH:38])[CH3:39].[CH3:40][N:41]([CH3:42])[CH:43]=[O:44].[Cl:1][c:2]1[cH:3][c:4]2[c:5]([cH:11][c:12]1[S:13]([NH2:14])(=[O:15])=[O:16])[C:6](=[O:7])[NH:8][C:9]2=[O:10].[NH2:17][CH:18]1[CH2:19][CH2:20][N:21]([CH2:24][c:25]2[cH:26][cH:27][cH:28][cH:29][cH:30]2)[CH2:22][CH2:23]1>>[Cl:1][c:2]1[cH:3][c:4]2[c:5]([cH:11][c:12]1[S:13]([NH2:14])(=[O:15])=[O:16])[C:6](=[O:7])[N:8]([CH:18]1[CH2:19][CH2:20][N:21]([CH2:24][c:25]3[cH:26][cH:27][cH:28][cH:29][cH:30]3)[CH2:22][CH2:23]1)[C:9]2=[O:10]. Product: NS(=O)(=O)c1cc2c(cc1Cl)C(=O)N(C1CCN(Cc3ccccc3)CC1)C2=O. Reactants: CCCCCO, CCO, CN(C)C=O, NS(=O)(=O)c1cc2c(cc1Cl)C(=O)NC2=O, NC1CCN(Cc2ccccc2)CC1. The reactants are CC1=C(C=C(N)C=C1)NC1=NC=CC(=N1)C=1C=NC=NC1 (4-methyl-3-[4-(5-pyrimidinyl)pyrimidin-2-ylamino]aniline), ice water, C(O)([O-])=O.[Na+] (sodium hydrogen carbonate), Cl.FC(C=1C=C(C(=O)Cl)C=CC1CN1CCN(CC1)C)F (3-difluoromethyl-4-(4-methylpiperazin-1-ylmethyl)benzoyl chloride hydrochloride). Solvent: N1=CC=CC=C1 (pyridine). Run at time 2 hour. The product is FC(C=1C=C(C(=O)NC2=CC(=C(C=C2)C)NC2=NC=CC(=N2)C=2C=NC=NC2)C=CC1CN1CCN(CC1)C)F (3-difluoromethyl-4-(4-methylpiperazin-1-ylmethyl)-N-{4-methyl-3-[4-(5-pyrimidinyl)pyrimidin-2-ylamino]phenyl}benzamide). The yield is 68.7%. Reaction SMILES: [CH3:1][C:2]1[CH:8]=[CH:7][C:5]([NH2:6])=[CH:4][C:3]=1[NH:9][C:10]1[N:15]=[C:14]([C:16]2[CH:17]=[N:18][CH:19]=[N:20][CH:21]=2)[CH:13]=[CH:12][N:11]=1.Cl.[F:23][CH:24]([F:42])[C:25]1[CH:26]=[C:27]([CH:31]=[CH:32][C:33]=1[CH2:34][N:35]1[CH2:40][CH2:39][N:38]([CH3:41])[CH2:37][CH2:36]1)[C:28](Cl)=[O:29].C(=O)([O-])O.[Na+]>N1C=CC=CC=1>[F:42][CH:24]([F:23])[C:25]1[CH:26]=[C:27]([CH:31]=[CH:32][C:33]=1[CH2:34][N:35]1[CH2:36][CH2:37][N:38]([CH3:41])[CH2:39][CH2:40]1)[C:28]([NH:6][C:5]1[CH:7]=[CH:8][C:2]([CH3:1])=[C:3]([NH:9][C:10]2[N:15]=[C:14]([C:16]3[CH:17]=[N:18][CH:19]=[N:20][CH:21]=3)[CH:13]=[CH:12][N:11]=2)[CH:4]=1)=[O:29] |f:1.2,3.4|. Procedure details: 1.98 g of 4-methyl-3-[4-(5-pyrimidinyl)pyrimidin-2-ylamino]aniline (Reference Example 18) was dissolved in 35 ml of anhydrous pyridine and 2.90 g of 3-difluoromethyl-4-(4-methylpiperazin-1-ylmethyl)benzoyl chloride hydrochloride (Reference Example 9) was added, followed by stirring at room temperature for 2 hours. To the reaction solution, ice water and an aqueous saturated sodium hydrogen carbonate solution were added and then the mixture was subjected to extraction with ethyl acetate. The extr... Starting materials: OC1=CC=C2C(C(=C(OC2=C1)C1=CC=CC=C1)C)=O (7-hydroxy-3-methylflavone), C(=O)([O-])[O-].[K+].[K+] (K2CO3), C(C#C)Br (propargyl bromide). The solvent is CC(=O)C (acetone). Yields the product C(#CC)OC1=CC=C2C(C(=C(OC2=C1)C1=CC=CC=C1)C)=O (7-propynyloxy-3-methylflavone). Reaction SMILES: [OH:1][C:2]1[CH:11]=[C:10]2[C:5]([C:6](=[O:19])[C:7]([CH3:18])=[C:8]([C:12]3[CH:17]=[CH:16][CH:15]=[CH:14][CH:13]=3)[O:9]2)=[CH:4][CH:3]=1.C([O-])([O-])=O.[K+].[K+].[CH2:26](Br)[C:27]#[CH:28]>CC(C)=O>[C:26]([O:1][C:2]1[CH:11]=[C:10]2[C:5]([C:6](=[O:19])[C:7]([CH3:18])=[C:8]([C:12]3[CH:17]=[CH:16][CH:15]=[CH:14][CH:13]=3)[O:9]2)=[CH:4][CH:3]=1)#[C:27][CH3:28] |f:1.2.3|. Reported procedure: A mixture of 7-hydroxy-3-methylflavone (2.52 g, 0.01 mol), K2CO3 (2.8 g, 0.02 mol), Kl (0.166 g, 0.001 mol), propargyl bromide (1.78 g, 0.015 mol) and acetone (100 mL) was refluxed 10 h and hot filtered. The solvent was evaporated and the residue was crystallized by toluene. This yields 2.32 g of a product with the following characteristics: m.p. 179-180° C.; 1H NMR (CDCl3) δ: 2.15 (s, 3H), 2.69 (m, 1H), 4.8 (s, 2H), 6.95-8.25 (m, 8H).